This data is from the Open Reaction Database (ORD), a public repository of structured organic reaction records. The task is: describe an organic reaction: reactants, conditions, products, and yield The reactants are C1(CCCC1)OC=1C=C(C=CC1OC)C1=CS(CC1)(=O)=O (3-(3-cyclopentyloxy-4-methoxyphenyl)-4,5-dihydrothiophene 1,1-dioxide), [BH4-].[Na+] (sodium borohydride). The reagents and catalysts are O.O.O.O.O.O.[Co](Cl)Cl (cobalt dichloride hexahydrate). Run in C(C)O (ethanol). Run at time 6 hour. Yields the product C1(CCCC1)OC=1C=C(C=CC1OC)C1CS(CC1)(=O)=O (3-(3-cyclopentyloxy-4methoxyphenyl)tetrahydrothiophene 1,1-dioxide). Yield: 61.3%. Reaction SMILES: [CH:1]1([O:6][C:7]2[CH:8]=[C:9]([C:15]3[CH2:19][CH2:18][S:17](=[O:21])(=[O:20])[CH:16]=3)[CH:10]=[CH:11][C:12]=2[O:13][CH3:14])[CH2:5][CH2:4][CH2:3][CH2:2]1.[BH4-].[Na+]>C(O)C.O.O.O.O.O.O.[Co](Cl)Cl>[CH:1]1([O:6][C:7]2[CH:8]=[C:9]([CH:15]3[CH2:19][CH2:18][S:17](=[O:21])(=[O:20])[CH2:16]3)[CH:10]=[CH:11][C:12]=2[O:13][CH3:14])[CH2:2][CH2:3][CH2:4][CH2:5]1 |f:1.2,4.5.6.7.8.9.10|. Procedure details: A stirred solution of 3-(3-cyclopentyloxy-4-methoxyphenyl)-4,5-dihydrothiophene 1,1-dioxide (1.2 g; which is prepared as described in Example 13) in ethanol (50 mL) is treated with sodium borohydride (0.45 g) followed by cobalt dichloride hexahydrate (0.94 g), and the purple mixture is stirred at room temperature for 6 hours. It is then filtered through a pad of diatomaceous earth, and the pad is washed with dichloromethane (150 mL). The combined flitrate and washings are evaporated, and the res... Reactants: C1CCOC1, Cc1c(Cl)cc(C(=O)O)cc1[N+](=O)[O-], [Na+], O=C([O-])O. As a reaction SMILES: [CH2:20]1[O:21][CH2:22][CH2:23][CH2:24]1.[Cl:1][c:2]1[cH:3][c:4]([C:5](=[O:6])[OH:7])[cH:8][c:9]([N+:12](=[O:13])[O-:14])[c:10]1[CH3:11].[Na+:19].[O-:15][C:16]([OH:17])=[O:18]>>[Cl:1][c:2]1[cH:3][c:4]([CH2:5][OH:6])[cH:8][c:9]([N+:12](=[O:13])[O-:14])[c:10]1[CH3:11]. Yields the product Cc1c(Cl)cc(CO)cc1[N+](=O)[O-].